This data is from the Open Reaction Database (ORD), a public repository of structured organic reaction records. The task is: describe an organic reaction: reactants, conditions, products, and yield As a reaction SMILES: Cl[CH2:2][CH2:3][CH2:4][CH2:5][CH2:6][CH2:7][OH:8].[CH3:9][CH:10]([CH3:26])[C:11]([NH:13][C:14]1[CH:19]=[CH:18][CH:17]=[C:16]([CH:20]2[CH2:25][CH2:24][NH:23][CH2:22][CH2:21]2)[CH:15]=1)=[O:12]>>[OH:8][CH2:7][CH2:6][CH2:5][CH2:4][CH2:3][CH2:2][N:23]1[CH2:24][CH2:25][CH:20]([C:16]2[CH:15]=[C:14]([NH:13][C:11](=[O:12])[CH:10]([CH3:9])[CH3:26])[CH:19]=[CH:18][CH:17]=2)[CH2:21][CH2:22]1. Reactants: ClCCCCCCO (6-chloro-1-hexanol), CC(C(=O)NC1=CC(=CC=C1)C1CCNCC1)C (2-methyl-N-[3-(4-piperidinyl)phenyl]propanamide). Yields the product OCCCCCCN1CCC(CC1)C=1C=C(C=CC1)NC(C(C)C)=O (N-{3-[1-(6-HYDROXYHEXYL)-4-PIPERIDINYL]PHENYL}-2-METHYLPROPANAMIDE). Procedure details: Prepared by Procedure G and Scheme B1 using 6-chloro-1-hexanol and 2-methyl-N-[3-(4-piperidinyl)phenyl]propanamide: ESMS m/e: 347.3 (M+H)+. Starting materials: COC(CC=1C=C(C(=CC1)OC)C1=C(C=C(C=C1)C(F)(F)F)CN(CC)C(=O)OCC1=C(C=CC=C1)Cl)=O ((2′-{[(2-Chloro-benzyloxycarbonyl)-ethyl-amino]-methyl}-6-methoxy-4′-trifluoromethyl-biphenyl-3-yl)-acetic acid methyl ester), [OH-].[Na+] (NaOH), Cl (HCl). Solvent: C1CCOC1 (THF), CO (MeOH). Yields the product ClC1=C(COC(=O)N(CC)CC2=C(C=CC(=C2)C(F)(F)F)C2=CC(=CC=C2OC)CC(=O)O)C=CC=C1 ((2′-{[(2-Chloro-benzyloxycarbonyl)-ethyl-amino]-methyl}-6-methoxy-4′-trifluoromethyl-biphenyl-3-yl)-acetic acid). Reaction SMILES: C[O:2][C:3](=[O:38])[CH2:4][C:5]1[CH:6]=[C:7]([C:13]2[CH:18]=[CH:17][C:16]([C:19]([F:22])([F:21])[F:20])=[CH:15][C:14]=2[CH2:23][N:24]([C:27]([O:29][CH2:30][C:31]2[CH:36]=[CH:35][CH:34]=[CH:33][C:32]=2[Cl:37])=[O:28])[CH2:25][CH3:26])[C:8]([O:11][CH3:12])=[CH:9][CH:10]=1.[OH-].[Na+].Cl>C1COCC1.CO>[Cl:37][C:32]1[CH:33]=[CH:34][CH:35]=[CH:36][C:31]=1[CH2:30][O:29][C:27]([N:24]([CH2:23][C:14]1[CH:15]=[C:16]([C:19]([F:21])([F:22])[F:20])[CH:17]=[CH:18][C:13]=1[C:7]1[C:8]([O:11][CH3:12])=[CH:9][CH:10]=[C:5]([CH2:4][C:3]([OH:38])=[O:2])[CH:6]=1)[CH2:25][CH3:26])=[O:28] |f:1.2|. Procedure: (2′-{[(2-Chloro-benzyloxycarbonyl)-ethyl-amino]-methyl}-6-methoxy-4′-trifluoromethyl-biphenyl-3-yl)-acetic acid methyl ester (0.27 mmol) in THF (1 mL) and MeOH (0.8 mL) was hydrolyzed with 1N aqueous NaOH (0.7 mL) for 1 hour. The mixture was acidified with 1N aqueous HCl and extracted with CH2Cl2. The combined organic layers were dried over MgSO4, filtered, and concentrated to give the title compound. M+H is 536. Reactants: CO, COC(=O)C1(CN)CC12CCCC2, [Li+], [OH-], O. The product is NCC1(C(=O)O)CC12CCCC2. Reaction SMILES: [CH3:17][OH:18].[CH3:1][O:2][C:3](=[O:4])[C:5]1([CH2:12][NH2:13])[CH2:6][C:7]12[CH2:8][CH2:9][CH2:10][CH2:11]2.[Li+:16].[OH-:15].[OH2:14]>>[O:2]=[C:3]([OH:4])[C:5]1([CH2:12][NH2:13])[CH2:6][C:7]12[CH2:8][CH2:9][CH2:10][CH2:11]2. Reactants: CSC1=NC(=O)C(=Cc2ccc(Oc3ccccc3C(C)C)cc2)S1, O=C(O)C1CNC1, CN(C)C=O. Yields the product CC(C)c1ccccc1Oc1ccc(C=C2SC(N3CC(C(=O)O)C3)=NC2=O)cc1. As a reaction SMILES: [CH:1]([CH3:2])([CH3:3])[c:4]1[c:5]([O:6][c:7]2[cH:8][cH:9][c:10]([CH:11]=[C:12]3[C:13](=[O:19])[N:14]=[C:15]([S:17][CH3:18])[S:16]3)[cH:20][cH:21]2)[cH:22][cH:23][cH:24][cH:25]1.[NH:26]1[CH2:27][CH:28]([C:30](=[O:31])[OH:32])[CH2:29]1.[O:33]=[CH:34][N:35]([CH3:36])[CH3:37]>>[CH:1]([CH3:2])([CH3:3])[c:4]1[c:5]([O:6][c:7]2[cH:8][cH:9][c:10]([CH:11]=[C:12]3[C:13](=[O:19])[N:14]=[C:15]([N:26]4[CH2:27][CH:28]([C:30](=[O:31])[OH:32])[CH2:29]4)[S:16]3)[cH:20][cH:21]2)[cH:22][cH:23][cH:24][cH:25]1. Reactants: O[C@@H]1C[C@H](C1)C1=NC2=C(N1C(=O)OC(C)(C)C)C=CC=C2 (tert-Butyl 2-(trans-3-hydroxycyclobutyl)-1H-benzo[d]imidazole-1-carboxylate). The solvent is ClCCl (dichloromethane), C(=O)(C(F)(F)F)O (TFA). Yields the product N1C(=NC2=C1C=CC=C2)[C@@H]2C[C@H](C2)O (trans-3-(1H-benzo[d]imidazol-2-yl)cyclobutanol). Isolated yield 53.2%. RXN SMILES: [OH:1][C@H:2]1[CH2:5][C@H:4]([C:6]2[N:10](C(OC(C)(C)C)=O)[C:9]3[CH:18]=[CH:19][CH:20]=[CH:21][C:8]=3[N:7]=2)[CH2:3]1>ClCCl.C(O)(C(F)(F)F)=O>[NH:7]1[C:8]2[CH:21]=[CH:20][CH:19]=[CH:18][C:9]=2[N:10]=[C:6]1[C@H:4]1[CH2:3][C@H:2]([OH:1])[CH2:5]1. Reported procedure: tert-Butyl 2-(trans-3-hydroxycyclobutyl)-1H-benzo[d]imidazole-1-carboxylate (0.31 g, 1.09 mmol) was stirred in a mixture of dichloromethane (5 mL) and TFA (5 mL) at RT for 4 h, then the mixture was concentrated in vacuo. The residue was partitioned between saturated aqueous sodium bicarbonate solution and 10:1 DCM/MeOH the layers were separated and the aqueous layer was extracted with 10:1 DCM/MeOH (3×). The combined extracts were dried over anhydrous magnesium sulfate, filtered, and concentrate...